From a dataset of the Open Reaction Database (ORD), a public repository of structured organic reaction records. describe an organic reaction: reactants, conditions, products, and yield Reactants: [BH4-], CC1(COc2ccc(CC3SC(=O)NC3=O)cc2)CCCCC1=O, CC(=O)O, CO, [Na+], O. Product: CC1(COc2ccc(CC3SC(=O)NC3=O)cc2)CCCCC1O. As a reaction SMILES: [BH4-:25].[CH3:1][C:2]1([CH2:9][O:10][c:11]2[cH:12][cH:13][c:14]([CH2:15][CH:16]3[C:17](=[O:22])[NH:18][C:19](=[O:21])[S:20]3)[cH:23][cH:24]2)[C:3](=[O:8])[CH2:4][CH2:5][CH2:6][CH2:7]1.[CH3:27][C:28](=[O:29])[OH:30].[CH3:32][OH:33].[Na+:26].[OH2:31]>>[CH3:1][C:2]1([CH2:9][O:10][c:11]2[cH:12][cH:13][c:14]([CH2:15][CH:16]3[C:17](=[O:22])[NH:18][C:19](=[O:21])[S:20]3)[cH:23][cH:24]2)[CH:3]([OH:8])[CH2:4][CH2:5][CH2:6][CH2:7]1. The reactants are BrC=1C=C(C(=O)NC=2SC3=C(N2)C(=CC=C3N3CCOCC3)OC)C=CN1 (2-bromo-N-(4-methoxy-7-morpholin-4-yl-benzothiazol-2-yl)-isonicotinamide), C([O-])([O-])=O.[Cs+].[Cs+] (cesium carbonate), N1CCC1 (azetidine). Product: N1(CCC1)C=1C=C(C(=O)NC=2SC3=C(N2)C(=CC=C3N3CCOCC3)OC)C=CN1 (2-Azetidin-1-yl-N-(4-methoxy-7-morpholin-4-yl-benzothiazol-2-yl)-isonicotinamide). Reaction SMILES: Br[C:2]1[CH:3]=[C:4]([CH:25]=[CH:26][N:27]=1)[C:5]([NH:7][C:8]1[S:9][C:10]2[C:16]([N:17]3[CH2:22][CH2:21][O:20][CH2:19][CH2:18]3)=[CH:15][CH:14]=[C:13]([O:23][CH3:24])[C:11]=2[N:12]=1)=[O:6].C(=O)([O-])[O-].[Cs+].[Cs+].[NH:34]1[CH2:37][CH2:36][CH2:35]1>>[N:34]1([C:2]2[CH:3]=[C:4]([CH:25]=[CH:26][N:27]=2)[C:5]([NH:7][C:8]2[S:9][C:10]3[C:16]([N:17]4[CH2:22][CH2:21][O:20][CH2:19][CH2:18]4)=[CH:15][CH:14]=[C:13]([O:23][CH3:24])[C:11]=3[N:12]=2)=[O:6])[CH2:37][CH2:36][CH2:35]1 |f:1.2.3|. Procedure details: From 2-bromo-N-(4-methoxy-7-morpholin-4-yl-benzothiazol-2-yl)-isonicotinamide with cesium carbonate and azetidine. ES-MS m/e (%): 426 (M+H+, 100). Starting materials: O=C([O-])[O-], CC(C)(C)c1cc(N)on1, C1CCOC1, COc1ccc(S)cc1, O=C(Cl)Cl, [K+], [K+]. Product: COc1ccc(SC(=O)Nc2cc(C(C)(C)C)no2)cc1. Reaction SMILES: [C:10]([O-:11])([O-:12])=[O:13].[C:20]([CH3:21])([CH3:22])([CH3:23])[c:24]1[n:25][o:26][c:27]([NH2:29])[cH:28]1.[CH2:30]1[O:31][CH2:32][CH2:33][CH2:34]1.[CH3:1][O:2][c:3]1[cH:4][cH:5][c:6]([SH:9])[cH:7][cH:8]1.[Cl:16][C:17](=[O:18])[Cl:19].[K+:14].[K+:15]>>[CH3:1][O:2][c:3]1[cH:4][cH:5][c:6]([S:9][C:10](=[O:13])[NH:29][c:27]2[o:26][n:25][c:24]([C:20]([CH3:21])([CH3:22])[CH3:23])[cH:28]2)[cH:7][cH:8]1. The reactants are CN1C(=NC2=C1C=CC=C2)CCCOCC(CC(=O)OC(C)C)=O (isopropyl 4-[3-(1-methylbenzimidazol-2-yl)propoxy]-3-ketobutanoate), ClC1=C(C=O)C=CC=C1 (2-chlorobenzaldehyde), C(C)(C)(C)NC(\C=C(\C)/N)=O (N-t-butyl-3-aminocrotonamide). Yields the product C(C)(C)(C)NC(=O)C=1C(C(=C(NC1C)COCCCC1=NC2=C(N1C)C=CC=C2)C(=O)OC(C)C)C2=C(C=CC=C2)Cl (5-(N-t-Butylcarbamoyl)-4-(2-chlorophenyl)-3-isopropoxycarbonyl-6-methyl-2-[3-(1-methylbenzimidazol-2-yl)-propoxymethyl]-1,4-dihydropyridine). Reaction SMILES: [CH3:1][N:2]1[C:6]2[CH:7]=[CH:8][CH:9]=[CH:10][C:5]=2[N:4]=[C:3]1[CH2:11][CH2:12][CH2:13][O:14][CH2:15][C:16](=O)[CH2:17][C:18]([O:20][CH:21]([CH3:23])[CH3:22])=[O:19].[Cl:25][C:26]1[CH:33]=[CH:32][CH:31]=[CH:30][C:27]=1[CH:28]=O.[C:34]([NH:38][C:39](=[O:44])/[CH:40]=[C:41](\[NH2:43])/[CH3:42])([CH3:37])([CH3:36])[CH3:35]>>[C:34]([NH:38][C:39]([C:40]1[CH:28]([C:27]2[CH:30]=[CH:31][CH:32]=[CH:33][C:26]=2[Cl:25])[C:17]([C:18]([O:20][CH:21]([CH3:23])[CH3:22])=[O:19])=[C:16]([CH2:15][O:14][CH2:13][CH2:12][CH2:11][C:3]2[N:2]([CH3:1])[C:6]3[CH:7]=[CH:8][CH:9]=[CH:10][C:5]=3[N:4]=2)[NH:43][C:41]=1[CH3:42])=[O:44])([CH3:37])([CH3:36])[CH3:35]. Procedure details: The procedure of Example 21(c) was followed using isopropyl 4-[3-(1-methylbenzimidazol-2-yl)propoxy]-3-ketobutanoate, 2-chlorobenzaldehyde and N-t-butyl-3-aminocrotonamide as starting materials to yield the title compound as a white solid m.p. 216° C. Found: C, 66.62; H, 6.78; N, 9.35. C33H41ClN4O4 requires C, 66.82; H, 6.97; N, 9.45%. Starting materials: O=Cc1cc(O)ccc1Br, O=C([O-])[O-], COCCOC, CCO, CCOC(C)=O, OB(O)c1ccc(Cl)cc1, [Na+], [Na+]. The product is O=Cc1cc(O)ccc1-c1ccc(Cl)cc1. RXN SMILES: [Br:1][c:2]1[c:3]([CH:4]=[O:5])[cH:6][c:7]([OH:10])[cH:8][cH:9]1.[C:24](=[O:25])([O-:26])[O-:27].[CH2:30]([CH2:31][O:32][CH3:33])[O:34][CH3:35].[CH3:21][CH2:22][OH:23].[CH3:36][CH2:37][O:38][C:39](=[O:40])[CH3:41].[Cl:11][c:12]1[cH:13][cH:14][c:15]([B:18]([OH:19])[OH:20])[cH:16][cH:17]1.[Na+:28].[Na+:29]>>[c:2]1(-[c:15]2[cH:14][cH:13][c:12]([Cl:11])[cH:17][cH:16]2)[c:3]([CH:4]=[O:5])[cH:6][c:7]([OH:10])[cH:8][cH:9]1. Starting materials: FC=1C=C(C(=O)NC2=CC=C(C3=CC=CC=C23)OC2=NC(=NC=C2)S(=O)(=O)C)C=C(C1)N1CCOCC1 (3-fluoro-N-(4-{[2-(methylsulfonyl)pyrimidin-4-yl]oxy}-1-naphthyl)-5-morpholin-4-ylbenzamide), C(C)(C)(C)OC(=O)N1CCNCC1 (piperazine-1-carboxylic acid t-butyl ester). Yields the product C(C)(C)(C)OC(=O)N1CCN(CC1)C1=NC=CC(=N1)OC1=CC=C(C2=CC=CC=C12)NC(C1=CC(=CC(=C1)N1CCOCC1)F)=O (t-Butyl-4-[4-({4-[(3-fluoro-5-morpholin-4-ylbenzoyl)amino]-1-naphthyl}oxy)pyrimidin-2-yl]piperazine-1-carboxylate). As a reaction SMILES: [F:1][C:2]1[CH:3]=[C:4]([CH:29]=[C:30]([N:32]2[CH2:37][CH2:36][O:35][CH2:34][CH2:33]2)[CH:31]=1)[C:5]([NH:7][C:8]1[C:17]2[C:12](=[CH:13][CH:14]=[CH:15][CH:16]=2)[C:11]([O:18][C:19]2[CH:24]=[CH:23][N:22]=[C:21](S(C)(=O)=O)[N:20]=2)=[CH:10][CH:9]=1)=[O:6].[C:38]([O:42][C:43]([N:45]1[CH2:50][CH2:49][NH:48][CH2:47][CH2:46]1)=[O:44])([CH3:41])([CH3:40])[CH3:39]>>[C:38]([O:42][C:43]([N:45]1[CH2:50][CH2:49][N:48]([C:21]2[N:20]=[C:19]([O:18][C:11]3[C:12]4[C:17](=[CH:16][CH:15]=[CH:14][CH:13]=4)[C:8]([NH:7][C:5](=[O:6])[C:4]4[CH:29]=[C:30]([N:32]5[CH2:37][CH2:36][O:35][CH2:34][CH2:33]5)[CH:31]=[C:2]([F:1])[CH:3]=4)=[CH:9][CH:10]=3)[CH:24]=[CH:23][N:22]=2)[CH2:47][CH2:46]1)=[O:44])([CH3:41])([CH3:39])[CH3:40]. Reported procedure: Compound is prepared from 3-fluoro-N-(4-{[2-(methylsulfonyl)pyrimidin-4-yl]oxy}-1-naphthyl)-5-morpholin-4-ylbenzamide and piperazine-1-carboxylic acid t-butyl ester according to conditions described in general procedure C. Mp: 131-133° C.; 1HNMR (400 MHz, DMSO-d6) δ 1.38 (s, 9 H), 3.27-3.34 (m, 8H), 3.50 (bs, 4 H), 3.77 (t, J=4.38 Hz, 4 H), 6.24-25 (m, 1 H), 7.04 (d, J=11.3 Hz, 1 H), 7.26 (d, J=8.4 Hz, 1H), 7.44 (d, J=8.0 Hz, 1H), 7.50 (s, 1H), 7.56-7.63 (m, 3 H), 7.85 (d, J=8.4 Hz, 1H), 8.01 (d...